From a dataset of the Open Reaction Database (ORD), a public repository of structured organic reaction records. describe an organic reaction: reactants, conditions, products, and yield The reactants are C[Si](C)(C)[N-][Si](C)(C)C, Cl, Cc1nc(N)nc(-c2cc(C3CCOCC3)cnc2F)n1, CS(=O)(=O)Nc1cc(N)cnc1Cl, [Na+], CN(C)C=O, O. The product is Cc1nc(N)nc(-c2cc(C3CCOCC3)cnc2Nc2cnc(Cl)c(NS(C)(=O)=O)c2)n1. Reaction SMILES: [CH3:36][Si:37]([N-:38][Si:39]([CH3:40])([CH3:41])[CH3:42])([CH3:43])[CH3:44].[ClH:45].[F:14][c:15]1[n:16][cH:17][c:18]([CH:29]2[CH2:30][CH2:31][O:32][CH2:33][CH2:34]2)[cH:19][c:20]1-[c:21]1[n:22][c:23]([NH2:28])[n:24][c:25]([CH3:27])[n:26]1.[NH2:1][c:2]1[cH:3][c:4]([NH:9][S:10](=[O:11])(=[O:12])[CH3:13])[c:5]([Cl:8])[n:6][cH:7]1.[Na+:35].[O:46]=[CH:47][N:48]([CH3:49])[CH3:50].[OH2:51]>>[NH:1]([c:2]1[cH:3][c:4]([NH:9][S:10](=[O:11])(=[O:12])[CH3:13])[c:5]([Cl:8])[n:6][cH:7]1)[c:15]1[n:16][cH:17][c:18]([CH:29]2[CH2:30][CH2:31][O:32][CH2:33][CH2:34]2)[cH:19][c:20]1-[c:21]1[n:22][c:23]([NH2:28])[n:24][c:25]([CH3:27])[n:26]1. The reactants are ClC1=C(C=CC=C1)CC(C)([N+](=O)[O-])C (1-(2-chlorophenyl)-2-methyl-2-nitropropane). The reagents and catalysts are [Ni] (Raney nickel). Run in C(C)O (ethanol). Conditions: time 3.5 hour. Product: CC(CC1=C(C=CC=C1)Cl)(C)N (α,α-Dimethyl-2-chlorophenethylamine). Reaction SMILES: [Cl:1][C:2]1[CH:7]=[CH:6][CH:5]=[CH:4][C:3]=1[CH2:8][C:9]([CH3:14])([N+:11]([O-])=O)[CH3:10]>[Ni].C(O)C>[CH3:14][C:9]([NH2:11])([CH3:10])[CH2:8][C:3]1[CH:4]=[CH:5][CH:6]=[CH:7][C:2]=1[Cl:1]. Reported procedure: A mixture of Raney nickel (50% by weight in water; 2.3 g) and 1-(2-chlorophenyl)-2-methyl-2-nitropropane (2.35 g, 11 mmol) in ethanol (35 mL) was shaken under hydrogen gas (60 psig) for 3.5 h. The reaction mixture was then filtered, and the filtrate was rotary evaporated. This provided 2.3 g (110%) of α,α-dimethyl-2-chlorophenethylamine.